Dataset: the Open Reaction Database (ORD), a public repository of structured organic reaction records. Task: describe an organic reaction: reactants, conditions, products, and yield Yields the product NC1=NC(=CC=C1[N+](=O)[O-])C1=C(C=CC=C1)Br (2-amino-6-(2-bromophenyl)-3-nitropyridine). Reaction SMILES: [Br:1][C:2]1[CH:7]=[CH:6][CH:5]=[CH:4][C:3]=1[C:8](=O)[CH3:9].C[O-].[Na+].CN(C=[N:18][CH:19]=[N+:20](C)C)C.[Cl-].CS[C:26](SC)=[CH:27][N+:28]([O-:30])=[O:29].C([O-])(=O)C.[Na+]>CO.C(O)C>[NH2:18][C:19]1[C:27]([N+:28]([O-:30])=[O:29])=[CH:26][CH:9]=[C:8]([C:3]2[CH:4]=[CH:5][CH:6]=[CH:7][C:2]=2[Br:1])[N:20]=1 |f:1.2,3.4,6.7|. The solvent is CO (methanol), C(C)O (ethanol). Starting materials: C(C)(=O)[O-].[Na+] (sodium acetate), BrC1=C(C=CC=C1)C(C)=O (2'-Bromoacetophenone), C[O-].[Na+] (sodium methoxide), CN(C)C=NC=[N+](C)C.[Cl-] (Gold's Reagent), amine, CSC(=C[N+](=O)[O-])SC (1,1-bis(methylthio)-2-nitroethylene), C(C)(=O)[O-].[Na+] (sodium acetate). The yield is 11.9%. Procedure details: 2'-Bromoacetophenone(0.1 moles, 20.0 g) was reacted with sodium methoxide (0.13 moles) in 150 ml methanol and treated with Gold's Reagent (0.13 moles, 21.2 g) according to the procedure in J. Org. Chem. 45: 4525 (1988). The intermediate was purified by chromatography over silica gel eluted with 75-100% ethyl acetate in hexane. The resulting amine was dissolved in ethanol with 1,1-bis(methylthio)-2-nitroethylene (0.074 moles, 12.3 g) and sodium acetate (22.5 g) and refluxed for two hours. An addi... Starting materials: N1C=CC2=CC=C(C=C12)CO (1H-indole-6-methanol), CI (methyl iodide), ice H2O, NaH(8.2mm). Run in CN(C=O)C (DMF), CN(C=O)C (DMF), CN(C=O)C (N,N-dimethylformamide). Run at temperature 0 celsius, time 1 hour. The product is CN1C=CC2=CC=C(C=C12)CO (1-methyl-1H-indole-6-methanol). Yield: 75.0%. As a reaction SMILES: [NH:1]1[C:9]2[C:4](=[CH:5][CH:6]=[C:7]([CH2:10][OH:11])[CH:8]=2)[CH:3]=[CH:2]1.[CH3:12]I>CN(C)C=O>[CH3:12][N:1]1[C:9]2[C:4](=[CH:5][CH:6]=[C:7]([CH2:10][OH:11])[CH:8]=2)[CH:3]=[CH:2]1. Procedure: NaH(8.2mm) in N,N-dimethylformamide ("DMF") (20 mL) was cooled to 0° C., then treated with a solution of the known 1H-indole-6-methanol (1 g,6.8 mm) in DMF(8 mL). After stirring for 1 hour at 0° C., methyl iodide ("MeI") (0.51 mL, 8.2 mm) dissolved in DMF (2 mL) was added, and the mixture was stirred at 0° C. overnight, then poured into ice/H2O (250 ml) and extracted with EtOAc(50 mL×3). The organic fraction was dried over MgSO4, filtered, evaporated and purified by flash column chromatography t...